From a dataset of the Open Reaction Database (ORD), a public repository of structured organic reaction records. describe an organic reaction: reactants, conditions, products, and yield Run in CN(C=O)C (N,N-dimethylformamide), O (water). Reported procedure: To a mixture of ethyl 3-amino-2-ethynylpropionate hydrochloride (0.5 g), (R)-1-[3-(1-tert-butoxycarbonyl-4-piperidyl)propionyl]-3-piperidinecarboxylic acid (1.04 g) and 1-hydroxybenztriazole (0.38 g) in N,N-dimethylformamide (5 ml) was added 1-ethyl-3-(3-dimethylaminopropyl)carbodiimide (0.51 ml) under stirring at 0° C. After stirring at ambient temperature overnight, the mixture was poured into water and extracted with ethyl acetate. The extract was washed with water, brine and dried over MgSO4... Product: C(C)OC(CC(NC(=O)[C@H]1CN(CCC1)C(CCC1CCN(CC1)C(=O)OC(C)(C)C)=O)C#C)=O (N-[(R)-1-{3-(1-tert-butoxycarbonyl-4-piperidyl)propionyl}-3-piperidylcarbonyl]-3-ethynyl-β-alanine ethyl ester). As a reaction SMILES: Cl.NC[CH:4](C#C)[C:5]([O:7][CH2:8][CH3:9])=[O:6].[C:12]([O:16][C:17]([N:19]1[CH2:24][CH2:23][CH:22]([CH2:25][CH2:26][C:27]([N:29]2[CH2:34][CH2:33][CH2:32][C@@H:31](C(O)=O)[CH2:30]2)=[O:28])[CH2:21][CH2:20]1)=[O:18])([CH3:15])([CH3:14])[CH3:13].[OH:38]N1C2C=CC=CC=2N=N1.C(N=C=N[CH2:53][CH2:54][CH2:55][N:56]([CH3:58])C)C>CN(C)C=O.O>[CH2:8]([O:7][C:5](=[O:6])[CH2:4][CH:55]([C:54]#[CH:53])[NH:56][C:58]([C@@H:31]1[CH2:32][CH2:33][CH2:34][N:29]([C:27](=[O:28])[CH2:26][CH2:25][CH:22]2[CH2:21][CH2:20][N:19]([C:17]([O:16][C:12]([CH3:13])([CH3:14])[CH3:15])=[O:18])[CH2:24][CH2:23]2)[CH2:30]1)=[O:38])[CH3:9] |f:0.1|. Starting materials: C(C)N=C=NCCCN(C)C (1-ethyl-3-(3-dimethylaminopropyl)carbodiimide), Cl.NCC(C(=O)OCC)C#C (ethyl 3-amino-2-ethynylpropionate hydrochloride), C(C)(C)(C)OC(=O)N1CCC(CC1)CCC(=O)N1C[C@@H](CCC1)C(=O)O ((R)-1-[3-(1-tert-butoxycarbonyl-4-piperidyl)propionyl]-3-piperidinecarboxylic acid), ON1N=NC2=C1C=CC=C2 (1-hydroxybenztriazole). Run at temperature 0 celsius. Starting materials: O=C1SC(C(N1)=O)=CC1=CC=C(C=C1)C1=CC(=CC=C1)CNC(OC(C)(C)C)=O (tert-butyl [4′-(2,4-dioxothiazolidin-5-ylidenemethyl)biphenyl-3-ylmethyl]carbamate), BrCCC (1-bromopropane). The product is O=C1SC(C(N1)=O)=CC1=CC=C(C=C1)C1=CC(=CC=C1)CN(C(OC(C)(C)C)=O)CCC (tert-Butyl [4′-(2,4-dioxothiazolidin-5-ylidenemethyl)biphenyl-3-ylmethyl]propylcarbamate). Yield: 78.0%. As a reaction SMILES: [O:1]=[C:2]1[NH:6][C:5](=[O:7])[C:4](=[CH:8][C:9]2[CH:14]=[CH:13][C:12]([C:15]3[CH:20]=[CH:19][CH:18]=[C:17]([CH2:21][NH:22][C:23](=[O:29])[O:24][C:25]([CH3:28])([CH3:27])[CH3:26])[CH:16]=3)=[CH:11][CH:10]=2)[S:3]1.Br[CH2:31][CH2:32][CH3:33]>>[O:1]=[C:2]1[NH:6][C:5](=[O:7])[C:4](=[CH:8][C:9]2[CH:10]=[CH:11][C:12]([C:15]3[CH:20]=[CH:19][CH:18]=[C:17]([CH2:21][N:22]([CH2:31][CH2:32][CH3:33])[C:23](=[O:29])[O:24][C:25]([CH3:26])([CH3:28])[CH3:27])[CH:16]=3)=[CH:13][CH:14]=2)[S:3]1. Procedure: In a manner similar to that of Example 17(d), starting with 700 mg (1.7 mmol) of tert-butyl [4′-(2,4-dioxothiazolidin-5-ylidenemethyl)biphenyl-3-ylmethyl]carbamate and 350 μl (3.8 mmol) of 1-bromopropane, 600 mg (78%) of the desired product are obtained. Reactants: Br, CC(=O)O, COc1c2c(c(N(C)C(C)=O)n(C)c1=O)CCN(Cc1ccc(F)cc1)C2=O, O. The product is CC(=O)N(C)c1c2c(c(O)c(=O)n1C)C(=O)N(Cc1ccc(F)cc1)CC2. As a reaction SMILES: [BrH:29].[CH3:31][C:32](=[O:33])[OH:34].[F:1][c:2]1[cH:3][cH:4][c:5]([CH2:6][N:7]2[C:8](=[O:26])[c:9]3[c:10]([O:24][CH3:25])[c:11](=[O:23])[n:12]([CH3:22])[c:13]([N:17]([C:18]([CH3:19])=[O:20])[CH3:21])[c:14]3[CH2:15][CH2:16]2)[cH:27][cH:28]1.[OH2:30]>>[F:1][c:2]1[cH:3][cH:4][c:5]([CH2:6][N:7]2[C:8](=[O:26])[c:9]3[c:10]([OH:24])[c:11](=[O:23])[n:12]([CH3:22])[c:13]([N:17]([C:18]([CH3:19])=[O:20])[CH3:21])[c:14]3[CH2:15][CH2:16]2)[cH:27][cH:28]1. Reactants: FC1=C(C=CC=C1)CC(C(=O)OCC)=O (Ethyl (2-fluorophenyl)pyruvate), C(C(=O)OCC)(=O)OCC (diethyl oxalate), BrC=1C=C(CBr)C=CC1 (3-bromobenzyl bromide), [Mg] (magnesium). Product: BrC1=C(C=CC=C1)CC(C(=O)OCC)=O (Ethyl (2-bromophenyl)pyruvate). Yield: 80.0%. As a reaction SMILES: F[C:2]1[CH:7]=[CH:6][CH:5]=[CH:4][C:3]=1[CH2:8][C:9](=[O:15])[C:10]([O:12][CH2:13][CH3:14])=[O:11].[Br:16]C1C=C(C=CC=1)CBr.[Mg].C(OCC)(=O)C(OCC)=O>>[Br:16][C:2]1[CH:7]=[CH:6][CH:5]=[CH:4][C:3]=1[CH2:8][C:9](=[O:15])[C:10]([O:12][CH2:13][CH3:14])=[O:11]. Procedure details: The title compound was prepared as described for B4 using 3-bromobenzyl bromide (1.250 g, 5.00 mmol), magnesium (0.134 g, 5.50 mmol) and diethyl oxalate (1.462 g, 10.00 mmol). The product was isolated in the form of colorless oil in 80% yield and use instantly in next step. The reactants are Cn1ncnc1COc1nn2c(-c3ccccc3F)nnc2cc1Br, ClCCl, [Cu], FC(F)(F)I, CN(C)C=O. Yields the product Cn1ncnc1COc1nn2c(-c3ccccc3F)nnc2cc1C(F)(F)F. As a reaction SMILES: [Br:6][c:7]1[cH:8][c:9]2[n:10]([n:11][c:12]1[O:13][CH2:14][c:15]1[n:16]([CH3:20])[n:17][cH:18][n:19]1)[c:21](-[c:24]1[c:25]([F:30])[cH:26][cH:27][cH:28][cH:29]1)[n:22][n:23]2.[Cl:36][CH2:37][Cl:38].[Cu:39].[I:1][C:2]([F:3])([F:4])[F:5].[O:31]=[CH:32][N:33]([CH3:34])[CH3:35]>>[C:2]([F:3])([F:4])([F:5])[c:7]1[cH:8][c:9]2[n:10]([n:11][c:12]1[O:13][CH2:14][c:15]1[n:16]([CH3:20])[n:17][cH:18][n:19]1)[c:21](-[c:24]1[c:25]([F:30])[cH:26][cH:27][cH:28][cH:29]1)[n:22][n:23]2.